This data is from the Open Reaction Database (ORD), a public repository of structured organic reaction records. The task is: describe an organic reaction: reactants, conditions, products, and yield The reactants are ClC1=CC=C(C=C1)C1(N=C(N(C1(C)C1=CC=C(C=C1)Cl)C(=O)Cl)C1=C(C=C(C=C1)C(C)(C)C#N)OCC)C (rac-(4S*,5R*)-4,5-bis-(4-chloro-phenyl)-2-[4-(cyano-dimethyl-methyl)-2-ethoxy-phenyl]-4,5-dimethyl-4,5-dihydro-imidazole-1-carbonyl chloride), Cl.Cl.CS(=O)(=O)CCCN1CCNCC1 (1-(3-methanesulfonyl-propyl)-piperazine dihydrochloride). Yields the product ClC1=CC=C(C=C1)[C@@]1(N=C(N([C@]1(C)C1=CC=C(C=C1)Cl)C(=O)N1CCN(CC1)CCCS(=O)(=O)C)C1=C(C=C(C=C1)C(C#N)(C)C)OCC)C (2-(4-{(4S,5R)-4,5-Bis-(4-chloro-phenyl)-1-[4-(3-methanesulfonyl-propyl)-piperazine-1-carbonyl]-4,5-dimethyl-4,5-dihydro-1H-imidazol-2-yl}-3-ethoxy-phenyl)-2-methyl-propionitrile). Reaction SMILES: [Cl:1][C:2]1[CH:7]=[CH:6][C:5]([C:8]2([CH3:38])[C:12]([C:14]3[CH:19]=[CH:18][C:17]([Cl:20])=[CH:16][CH:15]=3)([CH3:13])[N:11]([C:21](Cl)=[O:22])[C:10]([C:24]3[CH:29]=[CH:28][C:27]([C:30]([C:33]#[N:34])([CH3:32])[CH3:31])=[CH:26][C:25]=3[O:35][CH2:36][CH3:37])=[N:9]2)=[CH:4][CH:3]=1.Cl.Cl.[CH3:41][S:42]([CH2:45][CH2:46][CH2:47][N:48]1[CH2:53][CH2:52][NH:51][CH2:50][CH2:49]1)(=[O:44])=[O:43]>>[Cl:1][C:2]1[CH:7]=[CH:6][C:5]([C@@:8]2([CH3:38])[C@:12]([C:14]3[CH:19]=[CH:18][C:17]([Cl:20])=[CH:16][CH:15]=3)([CH3:13])[N:11]([C:21]([N:51]3[CH2:50][CH2:49][N:48]([CH2:47][CH2:46][CH2:45][S:42]([CH3:41])(=[O:43])=[O:44])[CH2:53][CH2:52]3)=[O:22])[C:10]([C:24]3[CH:29]=[CH:28][C:27]([C:30]([CH3:31])([CH3:32])[C:33]#[N:34])=[CH:26][C:25]=3[O:35][CH2:36][CH3:37])=[N:9]2)=[CH:4][CH:3]=1 |f:1.2.3|. Reported procedure: In a manner analogous to the method described in example 5, rac-(4S*,5R*)-4,5-bis-(4-chloro-phenyl)-2-[4-(cyano-dimethyl-methyl)-2-ethoxy-phenyl]-4,5-dimethyl-4,5-dihydro-imidazole-1-carbonyl chloride was reacted with 1-(3-methanesulfonyl-propyl)-piperazine dihydrochloride (prepared as described in Fotouhi, N. et al. WO 2005110996) to give the title compound as a racemic mixture. The enantiomers were then separated by supercritical fluid chromatography (Berger Instrument Multi-Gram II, Daicel Ch... Reactants: CC1=C(C(=CC(=C1)B1OC(C(O1)(C)C)(C)C)C)O (2,6-Dimethyl-4-(4,4,5,5-tetramethyl-[1,3,2]dioxaborolan-2-yl)-phenol), BrCCC (1-bromopropane), C(=O)([O-])[O-].[K+].[K+] (K2CO3). Yields the product CC=1C=C(C=C(C1OCCC)C)B1OC(C(O1)(C)C)(C)C (2-(3,5-Dimethyl-4-propoxy-phenyl)-4,4,5,5-tetramethyl-[1,3,2]dioxaborolane). As a reaction SMILES: [CH3:1][C:2]1[CH:7]=[C:6]([B:8]2[O:12][C:11]([CH3:14])([CH3:13])[C:10]([CH3:16])([CH3:15])[O:9]2)[CH:5]=[C:4]([CH3:17])[C:3]=1[OH:18].Br[CH2:20][CH2:21][CH3:22].C([O-])([O-])=O.[K+].[K+]>CC(C)=O>[CH3:17][C:4]1[CH:5]=[C:6]([B:8]2[O:12][C:11]([CH3:13])([CH3:14])[C:10]([CH3:16])([CH3:15])[O:9]2)[CH:7]=[C:2]([CH3:1])[C:3]=1[O:18][CH2:20][CH2:21][CH3:22] |f:2.3.4|. Procedure details: A mixture 2,6-Dimethyl-4-(4,4,5,5-tetramethyl-[1,3,2]dioxaborolan-2-yl)-phenol (500 mg, 2.02 mmol, 1 eq.), 1-bromopropane (793 mg, 6.45 mmol, 3.2 eq.), and K2CO3 (334 mg, 2.42 mmol, 1.2 eq.) in acetone (20 mL) is heated at 65° C. for 4 days. After cooling to room temperature, the reaction is concentrated, diluted with EtOAc and sequentially washed with H2O and saturated aqueous NaCl. The organic solution is dried over Na2SO4 and concentrated to give 2-(3,5-Dimethyl-4-propoxy-phenyl)-4,4,5,5-tetr... Solvent: CC(=O)C (acetone). The reactants are CC=1NC=C(C1C(=O)OCC1=CC=CC=C1)NC(C1=CC=CC=C1)=O (2-methyl-3-benzyloxycarbonyl-4-benzoylaminopyrrole). Reagents/catalysts: [Pd] (palladium). The solvent is CC(=O)N(C)C (dimethylacetamide). Conditions: time 70 minute. Yields the product CC=1NC=C(C1C(=O)O)NC(C1=CC=CC=C1)=O (2-methyl-3-carboxy-4-benzoylaminopyrrole). Reaction SMILES: [CH3:1][C:2]1[NH:3][CH:4]=[C:5]([NH:17][C:18](=[O:25])[C:19]2[CH:24]=[CH:23][CH:22]=[CH:21][CH:20]=2)[C:6]=1[C:7]([O:9]CC1C=CC=CC=1)=[O:8]>CC(N(C)C)=O.[Pd]>[CH3:1][C:2]1[NH:3][CH:4]=[C:5]([NH:17][C:18](=[O:25])[C:19]2[CH:24]=[CH:23][CH:22]=[CH:21][CH:20]=2)[C:6]=1[C:7]([OH:9])=[O:8]. Procedure: 25.8 g (0.01 mol) of the compound obtained in Example 28 are dissolved at room temperature, with stirring, in 150 ml of dimethylacetamide. After the addition of 5 g of palladium-containing carbon (5% Pd on activated carbon), hydrogenation is carried out at an excess pressure of 4 bar. After 70 minutes, the absorption of hydrogen is complete. The catalyst is filtered off and the reaction mixture is concentrated to a residue in vacuo. The residue is then dissolved in 300 ml of methanol. After trea...